This data is from the Open Reaction Database (ORD), a public repository of structured organic reaction records. The task is: describe an organic reaction: reactants, conditions, products, and yield Starting materials: [N+](=O)([O-])C1=CC=C(C=C1)CCNCCOC1=CC=C(C=C1)[N+](=O)[O-] ([2-(4-Nitrophenyl)ethyl]{2-[(4-nitrophenyl)oxy]ethyl}amine), BrCCCCCCN1C(C2=CC=CC=C2C1=O)=O (2-(6-bromohexyl)-1H-isoindole-1,3(2H)-dione), CCN(C(C)C)C(C)C (DIPEA). Run in CN(C)C=O (DMF). Reaction conditions: time 120 hour. Product: [N+](=O)([O-])C1=CC=C(C=C1)CCN(CCCCCCN1C(C2=CC=CC=C2C1=O)=O)CCOC1=CC=C(C=C1)[N+](=O)[O-] (2-[6-([2-(4-nitrophenyl)ethyl]{2-[(4-nitrophenyl)oxy]ethyl}amino)hexyl]-1H-isoindole-1,3(2H)-dione). Yield: 85.0%. RXN SMILES: [N+:1]([C:4]1[CH:9]=[CH:8][C:7]([CH2:10][CH2:11][NH:12][CH2:13][CH2:14][O:15][C:16]2[CH:21]=[CH:20][C:19]([N+:22]([O-:24])=[O:23])=[CH:18][CH:17]=2)=[CH:6][CH:5]=1)([O-:3])=[O:2].Br[CH2:26][CH2:27][CH2:28][CH2:29][CH2:30][CH2:31][N:32]1[C:40](=[O:41])[C:39]2[C:34](=[CH:35][CH:36]=[CH:37][CH:38]=2)[C:33]1=[O:42].CCN(C(C)C)C(C)C>CN(C=O)C>[N+:1]([C:4]1[CH:9]=[CH:8][C:7]([CH2:10][CH2:11][N:12]([CH2:13][CH2:14][O:15][C:16]2[CH:17]=[CH:18][C:19]([N+:22]([O-:24])=[O:23])=[CH:20][CH:21]=2)[CH2:26][CH2:27][CH2:28][CH2:29][CH2:30][CH2:31][N:32]2[C:33](=[O:42])[C:34]3[C:39](=[CH:38][CH:37]=[CH:36][CH:35]=3)[C:40]2=[O:41])=[CH:6][CH:5]=1)([O-:3])=[O:2]. Reported procedure: [2-(4-Nitrophenyl)ethyl]{2-[(4-nitrophenyl)oxy]ethyl}amine (253 mg) and 2-(6-bromohexyl)-1H-isoindole-1,3(2H)-dione (1186 mg) were dissolved in DMF (4 ml) and basified by the addition of DIPEA (0.665 ml). The reaction was stirred for 120 h. The reaction mixture was evaporated to dryness and the residue dissolved in DCM, the solution was absorbed onto a pad of silica and purified on a silica cartridge (12 g) eluting with the following gradient: (A=DCM, B=methanol) t=0 min: B=10%; t=7.5 min: B=0%;...